From a dataset of the Open Reaction Database (ORD), a public repository of structured organic reaction records. describe an organic reaction: reactants, conditions, products, and yield RXN SMILES: [CH3:1][O:2][c:3]1[cH:4][cH:5][c:6]([CH2:9][CH:10]2[CH2:11][C:12]3=[C:17]([NH:16][C:15](=[O:20])[CH2:14][CH2:13]3)[CH2:18][CH2:19]2)[cH:7][cH:8]1.[CH3:22][OH:23].[ClH:21]>>[CH3:1][O:2][c:3]1[cH:4][cH:5][c:6]([CH2:9][CH:10]2[CH2:11][CH:12]3[CH2:13][CH2:14][C:15](=[O:20])[NH:16][CH:17]3[CH2:18][CH2:19]2)[cH:7][cH:8]1. The product is COc1ccc(CC2CCC3NC(=O)CCC3C2)cc1. Starting materials: COc1ccc(CC2CCC3=C(CCC(=O)N3)C2)cc1, CO, Cl. Reactants: C(C)OC1=NNC=C1CCC(=O)OCC (ethyl 3-(3-ethoxy-1H-pyrazol-4-yl]propionate), ClCC1=CC=C(OCCN(C)C2=NC=CC=C2)C=C1 (2-[N-[2-(4-chloromethylphenoxy) ethyl]-N-methylamino]pyridine), CN(C=O)C (N,N-dimethylformamide), [H-].[Na+] (sodium hydride). The solvent is O (water). Conditions: time 30 minute. Yields the product C(C)OC1=NN(C=C1CCC(=O)OCC)CC1=CC=C(C=C1)OCCN(C1=NC=CC=C1)C (ethyl 3-[3-ethoxy-1-[4-[2-[N-methyl-N-(2-pyridyl)amino]ethoxy]benzyl]-1H-pyrazol-4-yl]propionate). Yield: 87.1%. As a reaction SMILES: [CH2:1]([O:3][C:4]1[C:8]([CH2:9][CH2:10][C:11]([O:13][CH2:14][CH3:15])=[O:12])=[CH:7][NH:6][N:5]=1)[CH3:2].Cl[CH2:17][C:18]1[CH:34]=[CH:33][C:21]([O:22][CH2:23][CH2:24][N:25]([C:27]2[CH:32]=[CH:31][CH:30]=[CH:29][N:28]=2)[CH3:26])=[CH:20][CH:19]=1.CN(C)C=O.[H-].[Na+]>O>[CH2:1]([O:3][C:4]1[C:8]([CH2:9][CH2:10][C:11]([O:13][CH2:14][CH3:15])=[O:12])=[CH:7][N:6]([CH2:17][C:18]2[CH:19]=[CH:20][C:21]([O:22][CH2:23][CH2:24][N:25]([CH3:26])[C:27]3[CH:32]=[CH:31][CH:30]=[CH:29][N:28]=3)=[CH:33][CH:34]=2)[N:5]=1)[CH3:2] |f:3.4|. Procedure details: To a mixture of ethyl 3-(3-ethoxy-1H-pyrazol-4-yl]propionate (415 mg), 2-[N-[2-(4-chloromethylphenoxy) ethyl]-N-methylamino]pyridine (554 mg), and N,N-dimethylformamide (10 ml), sodium hydride (60%, oily, 80.0 mg) was added at 0° C., and then the mixture was stirred at room temperature for 30 minutes. The reaction mixture was poured into water, which was extracted with ethyl acetate. The ethyl acetate layer was washed with water, then, with saturated aqueous sodium chloride solution, and dried (... Starting materials: CC=1C=C(N(N1)C1=CC=CC=C1)O (5-methyl-2-phenyl-2H-pyrazol-3-ol), P(=O)(Cl)(Cl)Cl (phosphorus oxychloride), C(O)([O-])=O.[Na+] (sodium hydrogen carbonate). The solvent is CN(C=O)C (N,N-dimethylformamide). Run at temperature 100 celsius, time 4 hour. Product: ClC1=C(C(=NN1C1=CC=CC=C1)C)C=O (5-chloro-3-methyl-1-phenyl-1H-pyrazole-4-carbaldehyde). RXN SMILES: [CH3:1][C:2]1[CH:3]=[C:4](O)[N:5]([C:7]2[CH:12]=[CH:11][CH:10]=[CH:9][CH:8]=2)[N:6]=1.P(Cl)(Cl)([Cl:16])=O.[C:19](=[O:22])([O-])O.[Na+]>CN(C)C=O>[Cl:16][C:4]1[N:5]([C:7]2[CH:12]=[CH:11][CH:10]=[CH:9][CH:8]=2)[N:6]=[C:2]([CH3:1])[C:3]=1[CH:19]=[O:22] |f:2.3|. Reported procedure: A solution containing 1.0 g of 5-methyl-2-phenyl-2H-pyrazol-3-ol (commercially available e.g. Aldrich M7,080-0) and 2.1 ml of phosphorus oxychloride in 10 ml of anhydrous N,N-dimethylformamide was stirred under nitrogen at 100° C. for 4 h. The mixture was poured into 70 ml of saturated sodium hydrogen carbonate and extracted three times with 60 ml of dichloromethane. The combined extracts were dried over magnesium sulphate, filtered and evaporated. The residue was purified by chromatography on s... The reactants are C(#N)C1=CC=C(C=C1)NC=1C=NC=NC1 (5-[N-(4-cyanophenyl)amino]pyrimidine), FC1=C(CBr)C=CC=C1 (2-fluorobenzyl bromide). Product: C(#N)C1=CC=C(C=C1)N(CC1=C(C=CC=C1)F)C=1C=NC=NC1 (5-[N-(4-Cyanophenyl)-N-(2-fluorobenzyl)amino]pyrimidine). As a reaction SMILES: [C:1]([C:3]1[CH:8]=[CH:7][C:6]([NH:9][C:10]2[CH:11]=[N:12][CH:13]=[N:14][CH:15]=2)=[CH:5][CH:4]=1)#[N:2].[F:16][C:17]1[CH:24]=[CH:23][CH:22]=[CH:21][C:18]=1[CH2:19]Br>>[C:1]([C:3]1[CH:8]=[CH:7][C:6]([N:9]([C:10]2[CH:15]=[N:14][CH:13]=[N:12][CH:11]=2)[CH2:19][C:18]2[CH:21]=[CH:22][CH:23]=[CH:24][C:17]=2[F:16])=[CH:5][CH:4]=1)#[N:2]. Procedure details: Starting compounds: 5-[N-(4-cyanophenyl)amino]pyrimidine and 2-fluorobenzyl bromide Reactants: C(#N)C1=C(C(=O)C(=C(C1=O)Cl)Cl)C#N (DDQ), B(F)(F)F.CCOCC (BF3.Et2O), C(C)C(CC1=CC(=C(C=C1CC(CCCC)CC)C1=CSC=C1)C1=CSC=C1)CCCC (3,3′-(4,5-bis(2-ethylhexyl)-1,2-phenylene)dithiophene), C(#N)C1=C(C(=O)C(=C(C1=O)Cl)Cl)C#N (DDQ), B(F)(F)F.CCOCC (BF3.Et2O), C(#N)C1=C(C(=O)C(=C(C1=O)Cl)Cl)C#N (DDQ), C(#N)C1=C(C(=O)C(=C(C1=O)Cl)Cl)C#N (DDQ), C(#N)C1=C(C(=O)C(=C(C1=O)Cl)Cl)C#N (DDQ), B(F)(F)F.CCOCC (BF3.Et2O), C(#N)C1=C(C(=O)C(=C(C1=O)Cl)Cl)C#N (DDQ), C(#N)C1=C(C(=O)C(=C(C1=O)Cl)Cl)C#N (DDQ). Solvent: CO (methanol). Run at temperature 5 celsius, time 2 hour. Product: C(C)C(CC=1C=C2C(=CC1CC(CCCC)CC)C1=C(SC=C1)C=1SC=CC12)CCCC (5,6-bis(2-ethylhexyl)naphtho[2,1-b:3,4-b′]dithiophene). As a reaction SMILES: [CH2:1]([CH:3]([CH2:29][CH2:30][CH2:31][CH3:32])[CH2:4][C:5]1[C:10]([CH2:11][CH:12]([CH2:17][CH3:18])[CH2:13][CH2:14][CH2:15][CH3:16])=[CH:9][C:8]([C:19]2[CH:23]=[CH:22][S:21][CH:20]=2)=[C:7]([C:24]2[CH:28]=[CH:27][S:26][CH:25]=2)[CH:6]=1)[CH3:2].B(F)(F)F.CCOCC.C(C1C(=O)C(Cl)=C(Cl)C(=O)C=1C#N)#N>CO>[CH2:1]([CH:3]([CH2:29][CH2:30][CH2:31][CH3:32])[CH2:4][C:5]1[CH:6]=[C:7]2[C:24]3[CH:28]=[CH:27][S:26][C:25]=3[C:20]3[S:21][CH:22]=[CH:23][C:19]=3[C:8]2=[CH:9][C:10]=1[CH2:11][CH:12]([CH2:17][CH3:18])[CH2:13][CH2:14][CH2:15][CH3:16])[CH3:2] |f:1.2|. Procedure details: A dry 500 mL 3-neck flask, flushed with dry nitrogen, was charged with 5 g (10.7 mmol) of 3,3′-(4,5-bis(2-ethylhexyl)-1,2-phenylene)dithiophene. The flask was evacuated and backfilled with nitrogen 3 times. Dry CH2Cl2 (214 mL, 0.05 M) was added to the flask via cannula. The solution was bubbled with nitrogen for 15 min. The solution was then cooled to 5° C. and BF3.Et2O (1.61 mL, 12.9 mmol) was added. DDQ (2.43 g, 10.7 mmol) was added in 0.5 g increments over 30 min. The reaction was monitored b... Starting materials: N1C=CC2=CC=C(C=C12)C=1N=C2N(C=C(C=C2)C=2C=C(C=CC2)CO)C1 ({3-[2-(1H-indol-6-yl)imidazo[1,2-a]pyridin-6-yl]phenyl}methanol), solution, Cl (hydrochloric acid). Solvent: ClCCl (dichloromethane), CO (methanol), C(C)(C)O (isopropanol). Yields the product Cl.N1C=CC2=CC=C(C=C12)C=1N=C2N(C=C(C=C2)C=2C=C(C=CC2)CO)C1 ({3-[2-(1H-Indol-6-yl)imidazo[1,2-a]pyridin-6-yl]phenyl}methanol hydrochloride). RXN SMILES: [NH:1]1[C:9]2[C:4](=[CH:5][CH:6]=[C:7]([C:10]3[N:11]=[C:12]4[CH:17]=[CH:16][C:15]([C:18]5[CH:19]=[C:20]([CH2:24][OH:25])[CH:21]=[CH:22][CH:23]=5)=[CH:14][N:13]4[CH:26]=3)[CH:8]=2)[CH:3]=[CH:2]1.[ClH:27]>ClCCl.CO.C(O)(C)C>[ClH:27].[NH:1]1[C:9]2[C:4](=[CH:5][CH:6]=[C:7]([C:10]3[N:11]=[C:12]4[CH:17]=[CH:16][C:15]([C:18]5[CH:19]=[C:20]([CH2:24][OH:25])[CH:21]=[CH:22][CH:23]=5)=[CH:14][N:13]4[CH:26]=3)[CH:8]=2)[CH:3]=[CH:2]1 |f:5.6|. Reported procedure: 110 mg of {3-[2-(1H-indol-6-yl)imidazo[1,2-a]pyridin-6-yl]phenyl}methanol are suspended in dichloromethane and methanol; 3.2 ml of a 0.1N solution of hydrochloric acid in isopropanol are added thereto, dropwise. The reaction mixture is then concentrated under reduced pressure. The residual solid is taken up in diethyl ether, and the precipitate is recovered by filtration and oven-dried under reduced pressure.